From a dataset of the Open Reaction Database (ORD), a public repository of structured organic reaction records. describe an organic reaction: reactants, conditions, products, and yield Reactants: O=C(c1ncc[nH]1)c1ncc[nH]1, ClC(Cl)Cl, COc1ccc(C(O)C(C)N)cc1OC. Yields the product COc1ccc(C2OC(=O)NC2C)cc1OC. Reaction SMILES: [C:16](=[O:17])([c:18]1[nH:19][cH:20][cH:21][n:22]1)[c:23]1[nH:24][cH:25][cH:26][n:27]1.[CH:28]([Cl:29])([Cl:30])[Cl:31].[NH2:1][CH:2]([CH:3]([OH:4])[c:5]1[cH:6][c:7]([O:13][CH3:14])[c:8]([O:11][CH3:12])[cH:9][cH:10]1)[CH3:15]>>[NH:1]1[CH:2]([CH3:15])[CH:3]([c:5]2[cH:6][c:7]([O:13][CH3:14])[c:8]([O:11][CH3:12])[cH:9][cH:10]2)[O:4][C:16]1=[O:17]. The reactants are N1[C@@H](CCC1)CO ((2S)-pyrrolidin-2-ylmethanol), N1[C@@H](CCC1)CO ((2S)-pyrrolidin-2-ylmethanol), N1[C@@H](CCC1)CO ((2S)-pyrrolidin-2-ylmethanol), O1C(=CC2=C1C=CC=C2)C2=CN=C1N2N=C(C=C1)Cl (3-(1-benzofur-2-yl)-6-chloroimidazo[1,2-b]pyridazine), C(C)(C)N(CC)C(C)C (diisopropylethylamine). Solvent: CN1CCCC1=O (NMP), CN1CCCC1=O (NMP), CN1CCCC1=O (NMP), C(CCC)O (1-butanol). Reaction conditions: temperature 120 celsius, time 8 hour. Product: O1C(=CC2=C1C=CC=C2)C2=CN=C1N2N=C(C=C1)N1[C@@H](CCC1)CO ({(2S)-1-[3-(1-Benzofuran-2-yl)imidazo[1,2-b]pyridazin-6-yl]pyrrolidin-2-yl}methanol). RXN SMILES: [O:1]1[C:5]2[CH:6]=[CH:7][CH:8]=[CH:9][C:4]=2[CH:3]=[C:2]1[C:10]1[N:14]2[N:15]=[C:16](Cl)[CH:17]=[CH:18][C:13]2=[N:12][CH:11]=1.C(N(C(C)C)CC)(C)C.[NH:29]1[CH2:33][CH2:32][CH2:31][C@H:30]1[CH2:34][OH:35]>C(O)CCC.CN1C(=O)CCC1>[O:1]1[C:5]2[CH:6]=[CH:7][CH:8]=[CH:9][C:4]=2[CH:3]=[C:2]1[C:10]1[N:14]2[N:15]=[C:16]([N:29]3[CH2:33][CH2:32][CH2:31][C@H:30]3[CH2:34][OH:35])[CH:17]=[CH:18][C:13]2=[N:12][CH:11]=1. Procedure: To a mixture of 40.5 mg (0.15 mmol) 3-(1-benzofur-2-yl)-6-chloroimidazo[1,2-b]pyridazine and 25 mg (0.195 mmol) diisopropylethylamine in 1 mL of 1-butanol were added 21 mg (0.22 mmol) (2S)-pyrrolidin-2-ylmethanol in 0.3 mL NMP. The mixture is stirred at 120° C. for 8 h. 16 mg (0.16 mmol) (2S)-pyrrolidin-2-ylmethanol in 0.2 mL NMP were added and shaking at 120° C. was continued for 8 h. Again, 16 mg (0.16 mmol) (2S)-pyrrolidin-2-ylmethanol in 0.2 mL NMP were added and shaking at 120° C. was conti... Reactants: [H-].[Al+3].[Li+].[H-].[H-].[H-] (lithium aluminum hydride), COC=1C(=C(C=CC1)NC(OCC)=O)[N+](=O)[O-] (ethyl N-(3-methoxy-2-nitrophenyl)carbamate). The solvent is O1CCCC1 (tetrahydrofuran), O1CCCC1 (tetrahydrofuran). Reaction conditions: time 1.5 hour. Yields the product NC1=C(NC)C=CC=C1OC (2-amino-3-methoxy-N-methylaniline). Yield: 15.1%. Reaction SMILES: [H-].[Al+3].[Li+].[H-].[H-].[H-].[CH3:7][O:8][C:9]1[C:10]([N+:21]([O-])=O)=[C:11]([NH:15][C:16](=O)OCC)[CH:12]=[CH:13][CH:14]=1>O1CCCC1>[NH2:21][C:10]1[C:9]([O:8][CH3:7])=[CH:14][CH:13]=[CH:12][C:11]=1[NH:15][CH3:16] |f:0.1.2.3.4.5|. Procedure details: To a suspension of lithium aluminum hydride (2.27 g) in tetrahydrofuran (50 ml) was added a suspension of ethyl N-(3-methoxy-2-nitrophenyl)carbamate (7.17 g) in tetrahydrofuran (15 ml) under ice-cooling, and the mixture was stirred for 1.5 hours at ambient temperature. Insoluble material was filtered off, and the filtrate was washed with water and brine, dried over magnesium sulfate and evaporated in vacuo. The residue was purified by silica gel column chromatography (hexane:ethyl acetate=3:1, v... Starting materials: [BH3-]C#N, O=C([O-])[O-], CC(=O)O, CCO, O=Cc1cncc(F)c1, [K+], [K+], [Na+], Nc1ccc(Cc2cn(S(=O)(=O)c3ccccc3)c3ncc(Cl)cc23)cn1. Product: O=S(=O)(c1ccccc1)n1cc(Cc2ccc(NCc3cncc(F)c3)nc2)c2cc(Cl)cnc21. Reaction SMILES: [C:41]([BH3-:42])#[N:43].[C:45](=[O:46])([O-:47])[O-:48].[CH3:28][C:29](=[O:30])[OH:31].[CH3:51][CH2:52][OH:53].[F:32][c:33]1[cH:34][c:35]([CH:39]=[O:40])[cH:36][n:37][cH:38]1.[K+:49].[K+:50].[Na+:44].[c:1]1([S:7](=[O:8])(=[O:9])[n:10]2[cH:11][c:12]([CH2:20][c:21]3[cH:22][cH:23][c:24]([NH2:27])[n:25][cH:26]3)[c:13]3[c:14]2[n:15][cH:16][c:17]([Cl:19])[cH:18]3)[cH:2][cH:3][cH:4][cH:5][cH:6]1>>[c:1]1([S:7](=[O:8])(=[O:9])[n:10]2[cH:11][c:12]([CH2:20][c:21]3[cH:22][cH:23][c:24]([NH:27][CH2:39][c:35]4[cH:34][c:33]([F:32])[cH:38][n:37][cH:36]4)[n:25][cH:26]3)[c:13]3[c:14]2[n:15][cH:16][c:17]([Cl:19])[cH:18]3)[cH:2][cH:3][cH:4][cH:5][cH:6]1. The reactants are C1CNC(=O)N1 (ethylene urea), CN(S(=O)(=O)Cl)C (N,N-dimethyl sulphamoyl chloride). Yields the product CN(S(=O)(=O)N1C(NCC1)=O)C (1-(N,N-dimethylsulphamoyl)-2-oxo-tetrahydroimidazole). As a reaction SMILES: [CH2:1]1[NH:6][C:4](=[O:5])[NH:3][CH2:2]1.[CH3:7][N:8]([CH3:13])[S:9](Cl)(=[O:11])=[O:10]>>[CH3:7][N:8]([CH3:13])[S:9]([N:3]1[CH2:2][CH2:1][NH:6][C:4]1=[O:5])(=[O:11])=[O:10]. Procedure: The starting material required for the above reaction is prepared as follows: A mixture of 17.2g of ethylene urea and 28.7 g of N,N-dimethyl sulphamoyl chloride is heated at 110° for 3 hours. The reaction mixture is cooled and triturated with 100 ml methanol. Some solid material separated which is discarded. The filtrate is evaporated off to dryness and the residue is dissolved in 5% methanol in chloroform and chromatographed on a column of 150 g of silica gel. The fraction which eluted with 2% ... Reactants: NC1=C(C=CC=C1)NC(C1=CC=C(C=C1)CN1C(C2=CC=C(C=C2C1)Br)=O)=O (N-(2-aminophenyl)-4-((5-bromo-1-oxoisoindolin-2-yl)methyl)benzamide), FC(C1=CC=C(C=C1)B(O)O)(F)F (4-(trifluoromethyl)phenyl boronic acid). Reaction conditions: time 20 minute. The product is NC1=C(C=CC=C1)NC(C1=CC=C(C=C1)CN1C(C2=CC=C(C=C2C1)C1=CC=C(C=C1)C(F)(F)F)=O)=O (N-(2-aminophenyl)-4-((5-(4-(trifluoromethyl)phenyl)-1-oxoisoindolin-2-yl)methyl)benzamide). The yield is 47.0%. RXN SMILES: [NH2:1][C:2]1[CH:7]=[CH:6][CH:5]=[CH:4][C:3]=1[NH:8][C:9](=[O:28])[C:10]1[CH:15]=[CH:14][C:13]([CH2:16][N:17]2[CH2:25][C:24]3[C:19](=[CH:20][CH:21]=[C:22](Br)[CH:23]=3)[C:18]2=[O:27])=[CH:12][CH:11]=1.[F:29][C:30]([F:41])([F:40])[C:31]1[CH:36]=[CH:35][C:34](B(O)O)=[CH:33][CH:32]=1>>[NH2:1][C:2]1[CH:7]=[CH:6][CH:5]=[CH:4][C:3]=1[NH:8][C:9](=[O:28])[C:10]1[CH:15]=[CH:14][C:13]([CH2:16][N:17]2[CH2:25][C:24]3[C:19](=[CH:20][CH:21]=[C:22]([C:34]4[CH:35]=[CH:36][C:31]([C:30]([F:41])([F:40])[F:29])=[CH:32][CH:33]=4)[CH:23]=3)[C:18]2=[O:27])=[CH:12][CH:11]=1. Procedure details: The procedure of Example 2 was repeated except that N-(2-aminophenyl)-4-((5-bromo-1-oxoisoindolin-2-yl)methyl)benzamide obtained in Example 56 instead of N-(2-aminophenyl)-4-((4-bromo-5,6-dimethoxy-1-oxoisoindolin-2-yl)methyl)benzamide, and 4-(trifluoromethyl)phenyl boronic acid instead of phenyl boronic acid were used, and the reaction was performed for 20 mins, to obtain the title compound (47%). Reactants: BrC=1C=C(OC2=C(C=CC=3NC=NC32)Cl)C=C(C1)Cl (4-(3-bromo-5-chlorophenoxy)-5-chloro-1H-benzimidazole), palladium tetrakistriphenylphosphine, CN(C)C=O (DMF). Reagents/catalysts: [C-]#N.[Zn+2].[C-]#N (zinc cyanide). Conditions: temperature 90 celsius. Yields the product ClC=1C=C(C#N)C=C(C1)OC1=C(C=CC=2NC=NC21)Cl (3-chloro-5-[(5-chloro-1H-benzimidazol-4-yl)oxy]benzonitrile). As a reaction SMILES: Br[C:2]1[CH:3]=[C:4]([CH:16]=[C:17]([Cl:19])[CH:18]=1)[O:5][C:6]1[C:14]2[N:13]=[CH:12][NH:11][C:10]=2[CH:9]=[CH:8][C:7]=1[Cl:15].[CH3:20][N:21](C=O)C>[C-]#N.[Zn+2].[C-]#N>[Cl:19][C:17]1[CH:18]=[C:2]([CH:3]=[C:4]([O:5][C:6]2[C:14]3[N:13]=[CH:12][NH:11][C:10]=3[CH:9]=[CH:8][C:7]=2[Cl:15])[CH:16]=1)[C:20]#[N:21] |f:2.3.4|. Procedure details: To a solution of 4-(3-bromo-5-chlorophenoxy)-5-chloro-1H-benzimidazole 430 mg, 1.201 mmol) in DMF (5 mL) was added palladium tetrakistriphenylphosphine (416 mg, 0.360 mmol) and zinc cyanide (141 mg, 1.201 mmol) and the mixture heated to 90° C. for 1 hour. This mixture was partitioned between ethyl acetate (50 mL) and water (20 mL). The organic extract was washed with water (10 mL), dried over MgSO4, filtered and the solvent removed in vacuo. This residue was purified on silica gel eluting with 0... Reactants: NC=1C=C2C=CN(C2=CC1)C1=CC=C(C(=O)O)C=C1 (4-(5-amino-1H-indol-1-yl)benzoic acid), NC1=CC=C2C=CNC2=C1 (6-aminoindole), O1CCN(CC1)CCN1C=CC2=CC(=CC=C12)C(=O)O (1-(2-morpholinoethyl)-1H-indole-5-carboxylic acid). The product is N1C=CC2=CC=C(C=C12)NC(=O)C1=CC=C(C=C1)N1C=CC2=CC(=CC=C12)NC(=O)C=1C=C2C=CN(C2=CC1)CCN1CCOCC1 (N-(1-(4-((1H-Indol-6-yl)carbamoyl)phenyl)-1H-indol-5-yl)-1-(2-morpholinoethyl)-1H-indole-5-carboxamide). As a reaction SMILES: [NH2:1][C:2]1[CH:3]=[C:4]2[C:8](=[CH:9][CH:10]=1)[N:7]([C:11]1[CH:19]=[CH:18][C:14]([C:15](O)=[O:16])=[CH:13][CH:12]=1)[CH:6]=[CH:5]2.[NH2:20][C:21]1[CH:29]=[C:28]2[C:24]([CH:25]=[CH:26][NH:27]2)=[CH:23][CH:22]=1.[O:30]1[CH2:35][CH2:34][N:33]([CH2:36][CH2:37][N:38]2[C:46]3[C:41](=[CH:42][C:43]([C:47]([OH:49])=O)=[CH:44][CH:45]=3)[CH:40]=[CH:39]2)[CH2:32][CH2:31]1>>[NH:27]1[C:28]2[C:24](=[CH:23][CH:22]=[C:21]([NH:20][C:15]([C:14]3[CH:18]=[CH:19][C:11]([N:7]4[C:8]5[C:4](=[CH:3][C:2]([NH:1][C:47]([C:43]6[CH:42]=[C:41]7[C:46](=[CH:45][CH:44]=6)[N:38]([CH2:37][CH2:36][N:33]6[CH2:32][CH2:31][O:30][CH2:35][CH2:34]6)[CH:39]=[CH:40]7)=[O:49])=[CH:10][CH:9]=5)[CH:5]=[CH:6]4)=[CH:12][CH:13]=3)=[O:16])[CH:29]=2)[CH:25]=[CH:26]1. Procedure details: Compound 972 was prepared according to the procedure described in Scheme IV from 4-(5-amino-1H-indol-1-yl)benzoic acid, 6-aminoindole, and 1-(2-morpholinoethyl)-1H-indole-5-carboxylic acid. [M+H]+ calcd for C38H34N6O3: 623.27; found 623.15. Starting materials: C=CCN, C=CCC(C)(C)C=O, c1ccccc1. The product is C=CCN=CC(C)(C)CC=C. Reaction SMILES: [CH2:9]([CH:10]=[CH2:11])[NH2:12].[CH3:1][C:2]([CH:3]=[O:4])([CH2:5][CH:6]=[CH2:7])[CH3:8].[cH:13]1[cH:14][cH:15][cH:16][cH:17][cH:18]1>>[CH3:1][C:2]([CH:3]=[N:12][CH2:9][CH:10]=[CH2:11])([CH2:5][CH:6]=[CH2:7])[CH3:8].